Dataset: the Open Reaction Database (ORD), a public repository of structured organic reaction records. Task: describe an organic reaction: reactants, conditions, products, and yield The reactants are ClCCl, Cl, CC(C)(C)OC(=O)NC1(c2ccc(C3=C(c4ccccc4)c4ccccc4C3=O)cc2)CCC1. Product: Cl, NC1(c2ccc(C3=C(c4ccccc4)c4ccccc4C3=O)cc2)CCC1. RXN SMILES: [Cl:36][CH2:37][Cl:38].[ClH:35].[O:1]=[C:2]1[C:3]([c:17]2[cH:18][cH:19][c:20]([C:23]3([NH:27][C:28](=[O:29])[O:30][C:31]([CH3:32])([CH3:33])[CH3:34])[CH2:24][CH2:25][CH2:26]3)[cH:21][cH:22]2)=[C:4]([c:11]2[cH:12][cH:13][cH:14][cH:15][cH:16]2)[c:5]2[cH:6][cH:7][cH:8][cH:9][c:10]21>>[ClH:35].[O:1]=[C:2]1[C:3]([c:17]2[cH:18][cH:19][c:20]([C:23]3([NH2:27])[CH2:24][CH2:25][CH2:26]3)[cH:21][cH:22]2)=[C:4]([c:11]2[cH:12][cH:13][cH:14][cH:15][cH:16]2)[c:5]2[cH:6][cH:7][cH:8][cH:9][c:10]21. Starting materials: COc1cncc(Br)c1, CC(C)C(C)(c1ccc(B2OC(C)(C)C(C)(C)O2)cc1)c1ccc(O)cn1, Cc1ccccc1, CCO, [Na+], [Na+], O=C([O-])[O-]. The product is COc1cncc(-c2ccc(C(C)(c3ccc(O)cn3)C(C)C)cc2)c1. As a reaction SMILES: [Br:28][c:29]1[cH:30][n:31][cH:32][c:33]([O:35][CH3:36])[cH:34]1.[CH3:1][C:2]([CH:3]([CH3:4])[CH3:5])([c:6]1[cH:7][cH:8][c:9]([B:12]2[O:13][C:14]([CH3:15])([CH3:16])[C:17]([CH3:18])([CH3:19])[O:20]2)[cH:10][cH:11]1)[c:21]1[cH:22][cH:23][c:24]([OH:27])[cH:25][n:26]1.[CH3:43][c:44]1[cH:45][cH:46][cH:47][cH:48][cH:49]1.[CH3:50][CH2:51][OH:52].[Na+:37].[Na+:38].[O-:39][C:40](=[O:41])[O-:42]>>[CH3:1][C:2]([CH:3]([CH3:4])[CH3:5])([c:6]1[cH:7][cH:8][c:9](-[c:29]2[cH:30][n:31][cH:32][c:33]([O:35][CH3:36])[cH:34]2)[cH:10][cH:11]1)[c:21]1[cH:22][cH:23][c:24]([OH:27])[cH:25][n:26]1. Reactants: Cl.COC([C@H]1NCCC1)=O (proline methyl ester hydrochloride), CN1CCOCC1 (N-Methyl morpholine), [N+](=O)([O-])C=1N=C(NC1)C(C(=O)O)C1=CC=CC=C1 (2-(4-nitroimidazolyl)-2-phenylacetic acid), ClC1=NC(=NC(=N1)OC)OC (2-chloro-4,6-dimethoxy-1,3,5-triazine). Run in C(Cl)Cl (methylene chloride), O1CCCC1 (tetrahydrofuran), CO (methanol), C(C)(C)(C)OC (methyl t-butyl ether). Conditions: time 1.5 hour. The product is [N+](=O)([O-])C=1N=C(NC1)C(C(=O)N1[C@@H](CCC1)C(=O)OC)C1=CC=CC=C1 (Methyl (2S)-1-[2-(4-nitroimidazolyl)-2-phenylacetyl]pyrrolidine-2-carboxylate). Isolated yield 60.2%. As a reaction SMILES: CN1CCOCC1.[N+:8]([C:11]1[N:12]=[C:13]([CH:16]([C:20]2[CH:25]=[CH:24][CH:23]=[CH:22][CH:21]=2)[C:17]([OH:19])=O)[NH:14][CH:15]=1)([O-:10])=[O:9].ClC1N=C(OC)N=C(OC)N=1.Cl.[CH3:38][O:39][C:40](=[O:46])[C@@H:41]1[CH2:45][CH2:44][CH2:43][NH:42]1>O1CCCC1.C(OC)(C)(C)C.CO.C(Cl)Cl>[N+:8]([C:11]1[N:12]=[C:13]([CH:16]([C:20]2[CH:25]=[CH:24][CH:23]=[CH:22][CH:21]=2)[C:17]([N:42]2[CH2:43][CH2:44][CH2:45][C@H:41]2[C:40]([O:39][CH3:38])=[O:46])=[O:19])[NH:14][CH:15]=1)([O-:10])=[O:9] |f:3.4|. Reported procedure: N-Methyl morpholine (17.79 ml, 2 eq) was added to a stirred solution of 2-(4-nitroimidazolyl)-2-phenylacetic acid (1) (20 g, 80.9 mm) and 2-chloro-4,6-dimethoxy-1,3,5-triazine (14.45 g, 80.1 mm, 1.0 eq) in 175 ml of anhydrous tetrahydrofuran at 25° C. After stirring the reaction mixture at ambient temperature for 1.5 h, 14.45 g (80.9 mm, 1.0 eq) of proline methyl ester hydrochloride was added. The reaction was stirred overnight at room temperature and the solvent was evaporated under a stream of... Reactants: C1(=CC=CC=C1)P(C1=CC=CC=C1)C1=CC=CC=C1 (triphenylphosphine), C(C)OC(=O)N=NC(=O)OCC (azodicarboxylic acid diethylester), C(C)(=S)O (thioacetic acid), C(C)(C)(C)OC(=O)[C@H]1C[C@@H](SC1)CO (trans-4-tert-butoxycarbonyl-2-hydroxymethyltetrahydrothiophene). The solvent is C1CCOC1 (THF), C1CCOC1 (THF), C1CCOC1 (THF). Run at temperature -20 celsius, time 1 hour. The product is C(C)(=O)SC[C@@H]1SC[C@H](C1)C(=O)OC(C)(C)C (trans-2-acetylthiomethyl-4-tert-butoxycarbonyltetrahydrothiophene). Yield: 82.0%. As a reaction SMILES: C1(P(C2C=CC=CC=2)C2C=CC=CC=2)C=CC=CC=1.C(OC(N=NC(OCC)=O)=O)C.[C:32]([O:36][C:37]([C@@H:39]1[CH2:43][S:42][C@@H:41]([CH2:44]O)[CH2:40]1)=[O:38])([CH3:35])([CH3:34])[CH3:33].[C:46]([OH:49])(=[S:48])[CH3:47]>C1COCC1>[C:46]([S:48][CH2:44][C@H:41]1[CH2:40][C@H:39]([C:37]([O:36][C:32]([CH3:33])([CH3:34])[CH3:35])=[O:38])[CH2:43][S:42]1)(=[O:49])[CH3:47]. Procedure details: To a stirred solution of triphenylphosphine (391 mg) in THF (3 ml), azodicarboxylic acid diethylester (260 mg) dissolved in THF (1 ml) was added at -15°--10° C. under nitrogen atmosphere. To the mixture, trans-4-tert-butoxycarbonyl-2-hydroxymethyltetrahydrothiophene (compound No. 1-1, 150 mg) and thioacetic acid (114 mg) dissolved in THF (2 ml) were added at -20°--15° C., and the mixture was stirred for 1 hour at -20° C. and for 1 hour at room temperature. The mixture was concentrated in vacuo. ... Reactants: C(C)(C)(C)OC(NC(C(N(C)OC)=O)C1=CC=C(C=C1)Cl)=O (rac-[(4-chloro-phenyl)-(methoxy-methyl-carbamoyl)-methyl]-carbamic acid tert-butyl ester), C(C)(C)(C)OC(NC(C(N(C)OC)=O)C1=CC=C(C=C1)Cl)=O (rac-[(4-chloro-phenyl)-(methoxy-methyl-carbamoyl)-methyl]-carbamic acid tert-butyl ester), BrC1=CC=C(C=C1)OC(C(F)(F)F)C (rac-1-bromo-4-(2,2,2-trifluoro-1-methyl-ethoxy)-benzene), BrC1=CC=C(C=C1)OC(C(F)(F)F)C (rac-1-bromo-4-(2,2,2-trifluoro-1-methyl-ethoxy)-benzene). Yields the product C(C)(C)(C)OC(NC(C(C1=CC=C(C=C1)OC(C(F)(F)F)C)=O)C1=CC=C(C=C1)Cl)=O (rac-[1-(4-Chloro-phenyl)-2-oxo-2-[4-(2,2,2-trifluoro-1-methyl-ethoxy)-phenyl]-ethyl]-carbamic acid tert-butyl ester). As a reaction SMILES: [C:1]([O:5][C:6](=[O:22])[NH:7][CH:8]([C:15]1[CH:20]=[CH:19][C:18]([Cl:21])=[CH:17][CH:16]=1)[C:9](=[O:14])N(OC)C)([CH3:4])([CH3:3])[CH3:2].Br[C:24]1[CH:29]=[CH:28][C:27]([O:30][CH:31]([CH3:36])[C:32]([F:35])([F:34])[F:33])=[CH:26][CH:25]=1>>[C:1]([O:5][C:6](=[O:22])[NH:7][CH:8]([C:15]1[CH:16]=[CH:17][C:18]([Cl:21])=[CH:19][CH:20]=1)[C:9](=[O:14])[C:24]1[CH:25]=[CH:26][C:27]([O:30][CH:31]([CH3:36])[C:32]([F:33])([F:34])[F:35])=[CH:28][CH:29]=1)([CH3:2])([CH3:3])[CH3:4]. Procedure: The title compound was prepared from rac-[(4-chloro-phenyl)-(methoxy-methyl-carbamoyl)-methyl]-carbamic acid tert-butyl ester (Intermediate 8) and rac-1-bromo-4-(2,2,2-trifluoro-1-methyl-ethoxy)-benzene (Intermediate 35) in analogy to Example 1a): MS (ISP): 458.2 (M+H)+.